This data is from the Open Reaction Database (ORD), a public repository of structured organic reaction records. The task is: describe an organic reaction: reactants, conditions, products, and yield Reactants: C12(CC3CC(CC(C1)C3)C2)C2=CC=C(OCC(=O)O)C=C2 (2-(4-(adamantan-1-yl)phenoxy)acetic acid), CNC (dimethylamine), Cl.C(C)N=C=NCCCN(C)C (1-ethyl-3-(3-dimethylaminopropyl)carbodiimide HCl), O.ON1N=NC2=C1C=CC=C2 (1-hydroxybenzotriazole hydrate), C(C)(C)N(C(C)C)CC (N,N-diisopropylethylamine). Run in CN(C=O)C (N,N-dimethylformamide), C(C)(=O)OCC (ethyl acetate). Run at time 8 hour. Yields the product C12(CC3CC(CC(C1)C3)C2)C2=CC=C(OCC(=O)N(C)C)C=C2 (2-(4-(adamantan-1-yl)phenoxy)-N,N-dimethylacetamide). Isolated yield 91.6%. RXN SMILES: [C:1]12([C:11]3[CH:21]=[CH:20][C:14]([O:15][CH2:16][C:17](O)=[O:18])=[CH:13][CH:12]=3)[CH2:10][CH:5]3[CH2:6][CH:7]([CH2:9][CH:3]([CH2:4]3)[CH2:2]1)[CH2:8]2.[CH3:22][NH:23][CH3:24].Cl.C(N=C=NCCCN(C)C)C.O.ON1C2C=CC=CC=2N=N1.C(N(CC)C(C)C)(C)C>CN(C)C=O.C(OCC)(=O)C>[C:1]12([C:11]3[CH:21]=[CH:20][C:14]([O:15][CH2:16][C:17]([N:23]([CH3:24])[CH3:22])=[O:18])=[CH:13][CH:12]=3)[CH2:10][CH:5]3[CH2:6][CH:7]([CH2:9][CH:3]([CH2:4]3)[CH2:2]1)[CH2:8]2 |f:2.3,4.5|. Reported procedure: A suspension of 2-(4-(adamantan-1-yl)phenoxy)acetic acid (0.2 g, 0.69 mmol), dimethylamine (0.031 g, 0.69 mmol), 1-ethyl-3-(3-dimethylaminopropyl)carbodiimide HCl (EDCI) (0.16 g, 0.83 mmol) and 1-hydroxybenzotriazole hydrate (HOBt) (0.11 g, 0.83 mmol) in N,N-dimethylformamide (2 mL) was added N,N-diisopropylethylamine (DIPEA) (0.106 mL, 1.74 mmol) and stirred at room temperature under nitrogen overnight. Reaction mixture was diluted with ethyl acetate and subsequentially washed with aqueous sodi...